This data is from the Open Reaction Database (ORD), a public repository of structured organic reaction records. The task is: describe an organic reaction: reactants, conditions, products, and yield Starting materials: above complex, C(CC#C)O[Si](C)(C)C (Trimethylsilyl 3-butynyl ether), CCOCC.CCCCC (ether pentane), Cl (HCl), CSC (dimethyl sulfide), Grignard reagent, [NH4+].[Cl-] (NH4Cl). Run in CCOCC (ether). Run at time 2 hour. Product: CC(CCCC(CCO)=C)=C (7-methyl-3-methylene-7-octen-1ol). RXN SMILES: CSC.[CH2:4]([O:8][Si](C)(C)C)[CH2:5][C:6]#[CH:7].Cl.[NH4+].[Cl-].[CH3:16]COCC.[CH3:21][CH2:22][CH2:23][CH2:24][CH3:25]>CCOCC>[CH3:21][C:22](=[CH2:16])[CH2:23][CH2:24][CH2:25][C:6](=[CH2:7])[CH2:5][CH2:4][OH:8] |f:3.4,5.6|. Procedure: 2.1 Grams (10.0 mmol) of the above complex is suspended in 15 ml of dry ether, and 12 ml of dimethyl sulfide is added under nitrogen. The resulting solution is cooled to -60° and another 14 ml of dimethyl suflide is added to dissolve the precipitate that forms. The Grignard reagent (24 ml, 9.6 mmol) from B above is added at -60° over 5 min and the reaction is stirred at -45° for 2 hr. Trimethylsilyl 3-butynyl ether (1.4 g, 9.8 mmol) (preparation follows) in ether/pentane (5 ml/30 ml) is added at...